This data is from the Open Reaction Database (ORD), a public repository of structured organic reaction records. The task is: describe an organic reaction: reactants, conditions, products, and yield Reactants: [N+](=O)([O-])C1=CC=CC=C1 (nitrobenzene), ClC1=C(N)C=CC=C1 (2-chloroaniline), ClCCC12CCCN2CCC1 (5-(2-chloroethyl)-1-azabicyclo[3.3.0]octane), C([O-])([O-])=O.[K+].[K+] (potassium carbonate), [OH-].[Na+] (sodium hydroxide). Product: N12CCCC2(CCC1)CCNC1=C(C=CC=C1)Cl (N-[2-(1-Azabicyclo[3.3.0]octan-5-yl)ethyl]-2-chloroaniline). The yield is 40.1%. Reaction SMILES: [N+](C1C=CC=CC=1)([O-])=O.[Cl:10][C:11]1[CH:17]=[CH:16][CH:15]=[CH:14][C:12]=1[NH2:13].Cl[CH2:19][CH2:20][C:21]12[CH2:28][CH2:27][CH2:26][N:25]1[CH2:24][CH2:23][CH2:22]2.C(=O)([O-])[O-].[K+].[K+].[OH-].[Na+]>>[N:25]12[CH2:26][CH2:27][CH2:28][C:21]1([CH2:20][CH2:19][NH:13][C:12]1[CH:14]=[CH:15][CH:16]=[CH:17][C:11]=1[Cl:10])[CH2:22][CH2:23][CH2:24]2 |f:3.4.5,6.7|. Procedure: To nitrobenzene (30.0 ml), 2-chloroaniline (600 mg, 4.70 mmol), 5-(2-chloroethyl)-1-azabicyclo[3.3.0]octane (hydrochloride, 1.98 g, 9.42 mmol) and anhydrous potassium carbonate (3.90 g, 28.2 mmol) were added to react same for 10 hours at 120° C. subsequent to addition of 10% aqueous sodium hydroxide solution, the reaction mixture was extracted by ethyl acetate, washed by sodium chloride solution, dried over anhydrous sodium sulfate, concentrated in vacuo, and purified by column chromatography to...